This data is from the Open Reaction Database (ORD), a public repository of structured organic reaction records. The task is: describe an organic reaction: reactants, conditions, products, and yield Starting materials: Cl.ClC1=CC=C(C=C1)C1(CCC1)C1NCCC2=CC=C(C=C12)OCCNS(=O)(=O)CCCC (butane-1-sulfonic acid (2-{1-[1-(4-chloro-phenyl)-cyclobutyl]-1,2,3,4-tetrahydro-isoquinolin-7-yloxy}-ethyl)-amide hydrochloride), C(C)N=C=O (ethyl isocyanate). Yields the product Cl.C(C)NC(=O)N1C(C2=CC(=CC=C2CC1)OCCNS(=O)(=O)CCCC)C1(CCC1)C1=CC=C(C=C1)Cl (7-[2-(Butane-1-sulfonylamino)-ethoxy]-1-[1-(4-chloro-phenyl)-cyclobutyl]-3,4-dihydro-1H-isoquinoline-2-carboxylic acid ethylamide hydrochloride). Isolated yield 23.0%. As a reaction SMILES: Cl.[Cl:2][C:3]1[CH:8]=[CH:7][C:6]([C:9]2([CH:13]3[C:22]4[C:17](=[CH:18][CH:19]=[C:20]([O:23][CH2:24][CH2:25][NH:26][S:27]([CH2:30][CH2:31][CH2:32][CH3:33])(=[O:29])=[O:28])[CH:21]=4)[CH2:16][CH2:15][NH:14]3)[CH2:12][CH2:11][CH2:10]2)=[CH:5][CH:4]=1.[CH2:34]([N:36]=[C:37]=[O:38])[CH3:35]>>[ClH:2].[CH2:34]([NH:36][C:37]([N:14]1[CH2:15][CH2:16][C:17]2[C:22](=[CH:21][C:20]([O:23][CH2:24][CH2:25][NH:26][S:27]([CH2:30][CH2:31][CH2:32][CH3:33])(=[O:28])=[O:29])=[CH:19][CH:18]=2)[CH:13]1[C:9]1([C:6]2[CH:7]=[CH:8][C:3]([Cl:2])=[CH:4][CH:5]=2)[CH2:10][CH2:11][CH2:12]1)=[O:38])[CH3:35] |f:0.1,3.4|. Reported procedure: The synthesis was performed according to example 33 (procedure 1), starting from butane-1-sulfonic acid (2-{1-[1-(4-chloro-phenyl)-cyclobutyl]-1,2,3,4-tetrahydro-isoquinolin-7-yloxy}-ethyl)-amide hydrochloride (example 16) and ethyl isocyanate instead of 1-propyl isocyanate. The product was obtained as a white solid (16.0 mg, 0.03 mmol, 23%). The reactants are CN(C)C=C(C=O)C=1C(=NN2C1C=CC=C2)C2=CC=CC=C2 (3-(N,N-dimethylamino)-2-(2-phenylpyrazolo[1,5-a]pyridin-3-yl)acrylaldehyde), O.NN (hydrazine mono hydrate), C(C)O (ethanol). Run in O (water). Yields the product N1N=CC(=C1)C=1C(=NN2C1C=CC=C2)C2=CC=CC=C2 (3-(4-pyrazolyl)-2-phenylpyrazolo[1,5-a]pyridine). The yield is 81.5%. As a reaction SMILES: C[N:2]([CH:4]=[C:5]([C:8]1[C:9]([C:17]2[CH:22]=[CH:21][CH:20]=[CH:19][CH:18]=2)=[N:10][N:11]2[CH:16]=[CH:15][CH:14]=[CH:13][C:12]=12)[CH:6]=O)C.O.[NH2:24]N.C(O)C>O>[NH:2]1[CH:4]=[C:5]([C:8]2[C:9]([C:17]3[CH:22]=[CH:21][CH:20]=[CH:19][CH:18]=3)=[N:10][N:11]3[CH:16]=[CH:15][CH:14]=[CH:13][C:12]=23)[CH:6]=[N:24]1 |f:1.2|. Procedure: A mixture of 3-(N,N-dimethylamino)-2-(2-phenylpyrazolo[1,5-a]pyridin-3-yl)acrylaldehyde (0.70 g), hydrazine mono hydrate (0.18 g) and ethanol (7 ml) was refluxed for 4 hours. To the reaction mixture was added water (12 ml), and stirred under ice-cooling. The precipitates were collected and recrystallized from a mixture of ethanol and water to give 3-(4-pyrazolyl)-2-phenylpyrazolo[1,5-a]pyridine (0.51 g). The reactants are COC(C(C)C1=CC(=C(C=C1)CC1C(CCCC1)=O)Cl)=O (methyl-2-[3-chloro-4-(2-oxocyclohexane-1-yl methyl)phenyl]propionate), B.[Na] (sodium boron hydride), O (water). Solvent: CO (methanol). Yields the product COC(C(C)C1=CC(=C(C=C1)C[C@H]1[C@H](CCCC1)O)Cl)=O (methyl-2-[3-chloro-4-(cis-2-hydroxycyclohexane-1-yl methyl)phenyl]propionate), COC(C(C)C1=CC(=C(C=C1)C[C@H]1[C@@H](CCCC1)O)Cl)=O (methyl-2-[3-chloro-4-(trans-2-hydroxycyclohexane-1-yl methyl) phenyl]propionate). Yield: 50.0%. Reaction SMILES: [CH3:1][O:2][C:3](=[O:21])[CH:4]([C:6]1[CH:11]=[CH:10][C:9]([CH2:12][CH:13]2[CH2:18][CH2:17][CH2:16][CH2:15][C:14]2=[O:19])=[C:8]([Cl:20])[CH:7]=1)[CH3:5].B.[Na].O>CO>[CH3:1][O:2][C:3](=[O:21])[CH:4]([C:6]1[CH:11]=[CH:10][C:9]([CH2:12][C@@H:13]2[CH2:18][CH2:17][CH2:16][CH2:15][C@@H:14]2[OH:19])=[C:8]([Cl:20])[CH:7]=1)[CH3:5].[CH3:1][O:2][C:3](=[O:21])[CH:4]([C:6]1[CH:11]=[CH:10][C:9]([CH2:12][C@@H:13]2[CH2:18][CH2:17][CH2:16][CH2:15][C@H:14]2[OH:19])=[C:8]([Cl:20])[CH:7]=1)[CH3:5] |f:1.2,^1:22|. Procedure: 6 g of methyl-2-[3-chloro-4-(2-oxocyclohexane-1-yl methyl)phenyl]propionate were dissolved in 30 ml of methanol and then incorporated with 0.75 g of sodium boron hydride under agitation at room temperature, agitated at room temperature for 30 minutes, incorporated with 100 ml of water and then extracted with 100 ml of ethyl acetate. The extract obtained was washed with water, dried and then freed of the solvent at a reduced pressure to obtain a mixture of trans-form and cis-form bodies. The thus... Reactants: Cc1cc(-c2ccc(Cl)cc2)cc(-c2cccc(Br)c2)n1, CC1(C)OB(c2cnc(N)nc2)OC1(C)C. Yields the product Cc1cc(-c2ccc(Cl)cc2)cc(-c2cccc(-c3cnc(N)nc3)c2)n1. Reaction SMILES: [Br:1][c:2]1[cH:3][c:4](-[c:8]2[n:9][c:10]([CH3:21])[cH:11][c:12](-[c:14]3[cH:15][cH:16][c:17]([Cl:20])[cH:18][cH:19]3)[cH:13]2)[cH:5][cH:6][cH:7]1.[NH2:22][c:23]1[n:24][cH:25][c:26]([B:29]2[O:30][C:31]([CH3:32])([CH3:33])[C:34]([CH3:35])([CH3:36])[O:37]2)[cH:27][n:28]1>>[c:2]1(-[c:26]2[cH:25][n:24][c:23]([NH2:22])[n:28][cH:27]2)[cH:3][c:4](-[c:8]2[n:9][c:10]([CH3:21])[cH:11][c:12](-[c:14]3[cH:15][cH:16][c:17]([Cl:20])[cH:18][cH:19]3)[cH:13]2)[cH:5][cH:6][cH:7]1. Reactants: CN(C)C=O, CO, Cl, Nc1nc(OCc2ccccc2)c2ncn(C3CC(CO)C3)c2n1, O. Product: Nc1nc2c(ncn2C2CC(CO)C2)c(=O)[nH]1. As a reaction SMILES: [CH3:26][N:27]([CH3:28])[CH:29]=[O:30].[CH3:31][OH:32].[ClH:25].[NH2:1][c:2]1[n:3][c:4]([O:17][CH2:18][c:19]2[cH:20][cH:21][cH:22][cH:23][cH:24]2)[c:5]2[n:6][cH:7][n:8]([CH:11]3[CH2:12][CH:13]([CH2:15][OH:16])[CH2:14]3)[c:9]2[n:10]1.[OH2:33]>>[NH2:1][c:2]1[nH:3][c:4](=[O:17])[c:5]2[n:6][cH:7][n:8]([CH:11]3[CH2:12][CH:13]([CH2:15][OH:16])[CH2:14]3)[c:9]2[n:10]1. Reactants: O=C(OC(Cl)(Cl)Cl)OC(Cl)(Cl)Cl, Nc1ccc2nc(NC3CCc4ccccc43)ccc2c1, Cl, NC1CCN(CC(F)(F)F)CC1. Yields the product O=C(Nc1ccc2nc(NC3CCc4ccccc43)ccc2c1)NC1CCN(CC(F)(F)F)CC1. RXN SMILES: [C:1]([O:2][C:3]([Cl:4])([Cl:5])[Cl:6])([O:7][C:8]([Cl:9])([Cl:10])[Cl:11])=[O:12].[CH:26]1([NH:35][c:36]2[n:37][c:38]3[cH:39][cH:40][c:41]([NH2:46])[cH:42][c:43]3[cH:44][cH:45]2)[CH2:27][CH2:28][c:29]2[cH:30][cH:31][cH:32][cH:33][c:34]21.[ClH:13].[F:14][C:15]([CH2:16][N:17]1[CH2:18][CH2:19][CH:20]([NH2:23])[CH2:21][CH2:22]1)([F:24])[F:25]>>[C:1](=[O:12])([NH:23][CH:20]1[CH2:19][CH2:18][N:17]([CH2:16][C:15]([F:14])([F:24])[F:25])[CH2:22][CH2:21]1)[NH:46][c:41]1[cH:40][cH:39][c:38]2[n:37][c:36]([NH:35][CH:26]3[CH2:27][CH2:28][c:29]4[cH:30][cH:31][cH:32][cH:33][c:34]43)[cH:45][cH:44][c:43]2[cH:42]1. The reactants are CC(N)C(=O)N1C(=O)C(C)c2ccccc2-c2c(N)cccc21, O=C(O)C1CCOC1. The product is CC(NC(=O)C1CCOC1)C(=O)N1C(=O)C(C)c2ccccc2-c2c(N)cccc21. As a reaction SMILES: [NH2:9][CH:10]([CH3:11])[C:12](=[O:13])[N:14]1[c:15]2[c:16]([c:27]([NH2:31])[cH:28][cH:29][cH:30]2)-[c:17]2[c:18]([cH:23][cH:24][cH:25][cH:26]2)[CH:19]([CH3:22])[C:20]1=[O:21].[O:1]1[CH2:2][CH:3]([C:6](=[O:7])[OH:8])[CH2:4][CH2:5]1>>[O:1]1[CH2:2][CH:3]([C:6](=[O:8])[NH:9][CH:10]([CH3:11])[C:12](=[O:13])[N:14]2[c:15]3[c:16]([c:27]([NH2:31])[cH:28][cH:29][cH:30]3)-[c:17]3[c:18]([cH:23][cH:24][cH:25][cH:26]3)[CH:19]([CH3:22])[C:20]2=[O:21])[CH2:4][CH2:5]1. The reactants are COC=1C(C(=C(C(C1OC)=O)CC1=CC=C(C(=O)O)C=C1)C)=O (4-(5,6-dimethoxy-3-methyl-1,4-benzoquinon-2-ylmethyl)benzoic Acid), C([O-])([O-])=O.[K+].[K+] (potassium carbonate), CO (methanol), Cl (hydrochloric acid). Run in O (water). Reaction conditions: temperature 70 celsius, time 3 hour. Yields the product COC1=C(CC2=CC=C(C(=O)O)C=C2)C(=C(C(=C1OC)OC)OC)C (4-(2,3,4,5-tetramethoxy-6-methylbenzyl)benzoic Acid). Yield: 76.0%. Reaction SMILES: [CH3:1][O:2][C:3]1[C:4](=[O:23])[C:5]([CH3:22])=[C:6]([CH2:12][C:13]2[CH:21]=[CH:20][C:16]([C:17]([OH:19])=[O:18])=[CH:15][CH:14]=2)[C:7](=O)[C:8]=1[O:9][CH3:10].[C:24](=O)([O-])[O-].[K+].[K+].Cl.[CH3:31][OH:32]>O>[CH3:31][O:32][C:7]1[C:8]([O:9][CH3:10])=[C:3]([O:2][CH3:1])[C:4]([O:23][CH3:24])=[C:5]([CH3:22])[C:6]=1[CH2:12][C:13]1[CH:21]=[CH:20][C:16]([C:17]([OH:19])=[O:18])=[CH:15][CH:14]=1 |f:1.2.3|. Reported procedure: The compound (160 mg, 0.45 mmol) obtained in Step 3 was dissolved in a mixture of an aqueous solution of potassium carbonate (91 mg, 0.66 mmol) in water (1 ml) and methanol (2 ml) and the mixture was stirred at 70° C. for 3 hours. The reaction mixture was acidified by adding concentrated hydrochloric acid and then was extracted with diethylether. The extract was washed with water, dried, and then the solvent was distilled off to yield the title compound (116 mg, 0.34 mmol, yield 76%). Starting materials: C(C)(C)OC1=CC=C(C=C1)CCCC1C(NC(O1)=O)=O (5-[3-(4-isopropoxyphenyl)propyl]-2,4-oxazolidinedione), ice water. The reagents and catalysts are [Ti](Cl)(Cl)(Cl)Cl (titanium tetrachloride). Run in ClCCl (dichloromethane). Conditions: time 1 hour. The product is OC1=CC=C(C=C1)CCCC1C(NC(O1)=O)=O (5-[3-(4-hydroxyphenyl)propyl]-2,4-oxazolidinedione). The yield is 59.3%. RXN SMILES: C([O:4][C:5]1[CH:10]=[CH:9][C:8]([CH2:11][CH2:12][CH2:13][CH:14]2[O:18][C:17](=[O:19])[NH:16][C:15]2=[O:20])=[CH:7][CH:6]=1)(C)C>ClCCl.[Ti](Cl)(Cl)(Cl)Cl>[OH:4][C:5]1[CH:10]=[CH:9][C:8]([CH2:11][CH2:12][CH2:13][CH:14]2[O:18][C:17](=[O:19])[NH:16][C:15]2=[O:20])=[CH:7][CH:6]=1. Procedure details: To a solution of 5-[3-(4-isopropoxyphenyl)propyl]-2,4-oxazolidinedione (1.5 g) in dichloromethane (70 ml) was added dropwise titanium tetrachloride (TiCl4) (4.1 g) at 0° C. The mixture was stirred for one hour at the same temperature. The reaction mixture was poured into ice-water, and subjected to extraction with ethyl acetate. The ethyl acetate layer was washed with water and dried over magnesium sulfate (MgSO4). The solvent was distilled off, and the residue was subjected to silica gel column...